Dataset: the Open Reaction Database (ORD), a public repository of structured organic reaction records. Task: describe an organic reaction: reactants, conditions, products, and yield Reactants: [N+](=O)([O-])C=1C=C(CO)C=C(C1)[N+](=O)[O-] (3,5-dinitrobenzylalcohol), FC(CCCOC1=CC=C(C(=O)OC2=CC=C(C=C2)/C=C/C(=O)O)C=C1)(F)F ((2E)-3-(4-{[4-(4,4,4-trifluorobutoxy)benzoyl]oxy}phenyl)acrylic acid), Cl.CN(CCCN=C=NCC)C (N-(3-Dimethylaminopropyl)-N′-ethylcarbodiimide hydrochloride). Reagents/catalysts: CN(C1=CC=NC=C1)C (4-Dimethylaminopyridine). Solvent: ClCCl (dichloromethane). Conditions: temperature 0 celsius, time 1 hour. Product: FC(CCCOC1=CC=C(C(=O)OC2=CC=C(C=C2)/C=C/C(=O)OCC2=CC(=CC(=C2)[N+](=O)[O-])[N+](=O)[O-])C=C1)(F)F (3,5-dinitrobenzyl (2E)3-{4-[(4-(4,4,4-trifluorobutoxy)benzoyl)oxy]phenyl}acrylate). Yield: 7.2%. Reaction SMILES: [N+:1]([C:4]1[CH:5]=[C:6]([CH:9]=[C:10]([N+:12]([O-:14])=[O:13])[CH:11]=1)[CH2:7][OH:8])([O-:3])=[O:2].[F:15][C:16]([F:42])([F:41])[CH2:17][CH2:18][CH2:19][O:20][C:21]1[CH:40]=[CH:39][C:24]([C:25]([O:27][C:28]2[CH:33]=[CH:32][C:31](/[CH:34]=[CH:35]/[C:36](O)=[O:37])=[CH:30][CH:29]=2)=[O:26])=[CH:23][CH:22]=1.Cl.CN(C)CCCN=C=NCC>CN(C)C1C=CN=CC=1.ClCCl>[F:15][C:16]([F:41])([F:42])[CH2:17][CH2:18][CH2:19][O:20][C:21]1[CH:40]=[CH:39][C:24]([C:25]([O:27][C:28]2[CH:33]=[CH:32][C:31](/[CH:34]=[CH:35]/[C:36]([O:8][CH2:7][C:6]3[CH:5]=[C:4]([N+:1]([O-:3])=[O:2])[CH:11]=[C:10]([N+:12]([O-:14])=[O:13])[CH:9]=3)=[O:37])=[CH:30][CH:29]=2)=[O:26])=[CH:23][CH:22]=1 |f:2.3|. Procedure: 1.00 g (51.0 mmol) of 3,5-dinitrobenzylalcohol, 2.00 g (51.0 mmol) of (2E)-3-(4-{[4-(4,4,4-trifluorobutoxy)benzoyl]oxy}phenyl)acrylic acid, 62 mg (0.51 mmol) of 4-Dimethylaminopyridine are dissolved in 10 ml of dichloromethane. 1.07 g (56.0 mmol) of N-(3-Dimethylaminopropyl)-N′-ethylcarbodiimide hydrochloride (EDC hydrochloride) are added at 0° C. The solution is stirred for 1 h at 0° C. and allowed to stir at room temperature overnight. After 22 hours at room temperature the reaction mixture is...